This data is from the Open Reaction Database (ORD), a public repository of structured organic reaction records. The task is: describe an organic reaction: reactants, conditions, products, and yield The reactants are C(CCCCCC)N (n-heptylamine), ClC(=O)OCC(C)C (isobutyl chloroformate), OC=1C=CC2=C(SC(=C2CCCCCCCCC(=O)O)C2=CC=C(C=C2)O)C1 (9-(6-hydroxy-2-p-hydroxyphenylbenzo[b]thien-3-yl)nonanoic acid), CN1CCOCC1 (N-methylmorpholine). The solvent is C(Cl)Cl (methylene chloride), C(Cl)Cl (methylene chloride), C(Cl)Cl (methylene chloride). Conditions: temperature -30 celsius, time 1 hour. Yields the product C(CCCCCC)NC(CCCCCCCCC=1C2=C(SC1C1=CC=C(C=C1)O)C=C(C=C2)O)=O (N-n-heptyl-9-(6-hydroxy-2-p-hydroxyphenylbenzo[b]thien-3-yl)nonanamide). RXN SMILES: ClC(OCC(C)C)=O.[OH:9][C:10]1[CH:11]=[CH:12][C:13]2[C:17]([CH2:18][CH2:19][CH2:20][CH2:21][CH2:22][CH2:23][CH2:24][CH2:25][C:26]([OH:28])=O)=[C:16]([C:29]3[CH:34]=[CH:33][C:32]([OH:35])=[CH:31][CH:30]=3)[S:15][C:14]=2[CH:36]=1.CN1CCOCC1.[CH2:44]([NH2:51])[CH2:45][CH2:46][CH2:47][CH2:48][CH2:49][CH3:50]>C(Cl)Cl>[CH2:44]([NH:51][C:26](=[O:28])[CH2:25][CH2:24][CH2:23][CH2:22][CH2:21][CH2:20][CH2:19][CH2:18][C:17]1[C:13]2[CH:12]=[CH:11][C:10]([OH:9])=[CH:36][C:14]=2[S:15][C:16]=1[C:29]1[CH:34]=[CH:33][C:32]([OH:35])=[CH:31][CH:30]=1)[CH2:45][CH2:46][CH2:47][CH2:48][CH2:49][CH3:50]. Procedure: A solution of isobutyl chloroformate (0.117 g.) in methylene chloride (5 ml.) was added to a stirred solution of 9-(6-hydroxy-2-p-hydroxyphenylbenzo[b]thien-3-yl)nonanoic acid (0.1 g.) and N-methylmorpholine (0.145 g.) in methylene chloride (10 ml.) which was cooled to -30° C., and the mixture was allowed to warm up to laboratory temperature. A solution of n-heptylamine (0.098 g.) in methylene chloride (5 ml.) was added and the mixture was stirred at laboratory temperature for 1 hour and then ev... Reactants: C1CCNC1, ClCCl, CC1(C)C(C=O)C1C(=O)O, COC(=O)CS(C)=O. Product: COC(=O)C(=CC1C(C(=O)O)C1(C)C)S(C)=O. Reaction SMILES: [CH2:1]1[CH2:2][NH:3][CH2:4][CH2:5]1.[CH2:24]([Cl:25])[Cl:26].[CH3:14][C:15]1([CH3:23])[CH:16]([C:20](=[O:21])[OH:22])[CH:17]1[CH:18]=[O:19].[CH3:6][S:7](=[O:8])[CH2:9][C:10](=[O:11])[O:12][CH3:13]>>[CH3:6][S:7](=[O:8])[C:9]([C:10](=[O:11])[O:12][CH3:13])=[CH:18][CH:17]1[C:15]([CH3:14])([CH3:23])[CH:16]1[C:20](=[O:21])[OH:22]. The reactants are C(C)OC(=O)C=1C(OC2=C(C(=CC=C2C1O)C)C)=O (4-hydroxy-7,8-dimethyl-2-oxo-2H-chromene-3-carboxylic acid ethyl ester), NCC(=O)[O-].[Na+] (sodium glycinate). Solvent: COC(C)O (methoxyethanol). Product: OC1=C(C(OC2=C(C(=CC=C12)C)C)=O)C(=O)NCC(=O)O ([(4-Hydroxy-7,8-dimethyl-2-oxo-2H-chromene-3-carbonyl)-amino]-acetic acid). Yield: 79.6%. RXN SMILES: C(O[C:4]([C:6]1[C:7](=[O:19])[O:8][C:9]2[C:14]([C:15]=1[OH:16])=[CH:13][CH:12]=[C:11]([CH3:17])[C:10]=2[CH3:18])=[O:5])C.[NH2:20][CH2:21][C:22]([O-:24])=[O:23].[Na+]>COC(O)C>[OH:16][C:15]1[C:14]2[C:9](=[C:10]([CH3:18])[C:11]([CH3:17])=[CH:12][CH:13]=2)[O:8][C:7](=[O:19])[C:6]=1[C:4]([NH:20][CH2:21][C:22]([OH:24])=[O:23])=[O:5] |f:1.2|. Procedure details: A mixture of 4-hydroxy-7,8-dimethyl-2-oxo-2H-chromene-3-carboxylic acid ethyl ester (18 mg, 0.069 mmol) and sodium glycinate (34 mg, 0.34 mmol) in methoxyethanol (5 mL) was refluxed for 16 h; then cooled, the solvent was removed, the residue was redissolved in water, acidified with 2 M HCl, the precipitates were collected and freeze dried to give the desired title product (16 mg). ESI (m/z): 292 (M+H)+. The reactants are ClC1=CC(=C(/C=C/C(=O)OC)C=C1)NS(=O)(=O)C1=CC=CC=C1 (methyl trans-4-chloro-2-(penylsulfonylamino)cinnamate), BrCC(=O)C1=NC=CC(=C1)CO[Si](C)(C)C(C)(C)C (2-bromoacetyl-4-(tert-butyldimethylsilyloxymethyl)pyridine). Product: COC(CC1=C(NC2=CC(=CC=C12)Cl)C(=O)C1=NC=CC(=C1)CO)=O (Methyl[6-chloro-2-[4-(hydroxymethyl)pyridine-2-carbonyl]-1H-indol-3-yl]acetate). Reaction SMILES: [Cl:1][C:2]1[CH:13]=[CH:12][C:5](/[CH:6]=[CH:7]/[C:8]([O:10][CH3:11])=[O:9])=[C:4]([NH:14]S(C2C=CC=CC=2)(=O)=O)[CH:3]=1.Br[CH2:25][C:26]([C:28]1[CH:33]=[C:32]([CH2:34][O:35][Si](C(C)(C)C)(C)C)[CH:31]=[CH:30][N:29]=1)=[O:27]>>[CH3:11][O:10][C:8](=[O:9])[CH2:7][C:6]1[C:5]2[C:4](=[CH:3][C:2]([Cl:1])=[CH:13][CH:12]=2)[NH:14][C:25]=1[C:26]([C:28]1[CH:33]=[C:32]([CH2:34][OH:35])[CH:31]=[CH:30][N:29]=1)=[O:27]. Reported procedure: The title compound was prepared according to the procedure described in Example 57 from methyl trans-4-chloro-2-(penylsulfonylamino)cinnamate (step 1 of Example 8, Method A) and 2-bromoacetyl-4-(tert-butyldimethylsilyloxymethyl)pyridine*. Reactants: CC(=O)O, CCOC(C)=O, CON=Cc1cc(C(=O)OC)ccc1[N+](=O)[O-], [Fe]. Product: CON=Cc1cc(C(=O)OC)ccc1N. As a reaction SMILES: [CH3:1][C:2](=[O:3])[OH:4].[CH3:22][CH2:23][O:24][C:25](=[O:26])[CH3:27].[CH3:5][O:6][N:7]=[CH:8][c:9]1[cH:10][c:11]([C:12](=[O:13])[O:14][CH3:15])[cH:16][cH:17][c:18]1[N+:19]([O-:20])=[O:21].[Fe:28]>>[CH3:5][O:6][N:7]=[CH:8][c:9]1[cH:10][c:11]([C:12](=[O:13])[O:14][CH3:15])[cH:16][cH:17][c:18]1[NH2:19]. The reactants are [N+](=O)([O-])C=1C=C(C(=CC1)F)C=1OC2=C(N1)C=C(C=C2)OC (2-(3-nitro-6-fluorophenyl)-5-methoxybenzoxazole), C(CC)N (propylamine). Product: [N+](=O)([O-])C=1C=C(C(=CC1)NCCC)C=1OC2=C(N1)C=C(C=C2)OC (2-(3-Nitro-6-propylaminophenyl)-5-methoxybenzoxazole). As a reaction SMILES: [N+:1]([C:4]1[CH:5]=[C:6]([C:11]2[O:12][C:13]3[CH:19]=[CH:18][C:17]([O:20][CH3:21])=[CH:16][C:14]=3[N:15]=2)[C:7](F)=[CH:8][CH:9]=1)([O-:3])=[O:2].[CH2:22]([NH2:25])[CH2:23][CH3:24]>>[N+:1]([C:4]1[CH:5]=[C:6]([C:11]2[O:12][C:13]3[CH:19]=[CH:18][C:17]([O:20][CH3:21])=[CH:16][C:14]=3[N:15]=2)[C:7]([NH:25][CH2:22][CH2:23][CH3:24])=[CH:8][CH:9]=1)([O-:3])=[O:2]. Procedure details: Prepared by the method of Example 54a), from 2-(3-nitro-6-fluorophenyl)-5-methoxybenzoxazole (674 mg, 2.0 mmol) and propylamine (492 μL, 6.0 mmol) the subtitle compound was obtained. The product was used directly in the next step without purification. Reactants: C(O)([O-])=O.[Na+] (sodium hydrogen carbonate), FC1=C(COC=2C=3N(C=CC2)C(=C(N3)C)C(=O)NC3(COC(OC3)(C)C)C3=CC(=CC=C3)C)C(=CC=C1)F (8-[(2,6-difluorobenzyl)oxy]-N-[2,2-dimethyl-5-(3-methylphenyl)-1,3-dioxan-5-yl]-2-methylimidazo[1,2-a]pyridine-3-carboxamide), O1CCOCC1 (dioxane), Cl (hydrochloric acid). Run in C(C)(=O)OCC (ethyl acetate), O (water), CO (methanol). Conditions: time 14 hour. The product is FC1=C(COC=2C=3N(C=CC2)C(=C(N3)C)C(=O)NC(CO)(CO)C3=CC(=CC=C3)C)C(=CC=C1)F (8-[(2,6-difluorobenzyl)oxy]-N-[1,3-dihydroxy-2-(3-methylphenyl)propan-2-yl]-2-methylimidazo[1,2-a]pyridine-3-carboxamide). Isolated yield 61.9%. Reaction SMILES: [F:1][C:2]1[CH:37]=[CH:36][CH:35]=[C:34]([F:38])[C:3]=1[CH2:4][O:5][C:6]1[C:7]2[N:8]([C:12]([C:16]([NH:18][C:19]3([C:27]4[CH:32]=[CH:31][CH:30]=[C:29]([CH3:33])[CH:28]=4)[CH2:24][O:23]C(C)(C)[O:21][CH2:20]3)=[O:17])=[C:13]([CH3:15])[N:14]=2)[CH:9]=[CH:10][CH:11]=1.O1CCOCC1.Cl.C(=O)([O-])O.[Na+]>C(OCC)(=O)C.O.CO>[F:1][C:2]1[CH:37]=[CH:36][CH:35]=[C:34]([F:38])[C:3]=1[CH2:4][O:5][C:6]1[C:7]2[N:8]([C:12]([C:16]([NH:18][C:19]([C:27]3[CH:32]=[CH:31][CH:30]=[C:29]([CH3:33])[CH:28]=3)([CH2:24][OH:23])[CH2:20][OH:21])=[O:17])=[C:13]([CH3:15])[N:14]=2)[CH:9]=[CH:10][CH:11]=1 |f:3.4|. Procedure: To 301 mg of 8-[(2,6-difluorobenzyl)oxy]-N-[2,2-dimethyl-5-(3-methylphenyl)-1,3-dioxan-5-yl]-2-methylimidazo[1,2-a]pyridine-3-carboxamide were added 3 ml of dioxane, 3 ml of methanol, and 6 ml of 1 M hydrochloric acid, followed by stirring for 14 hours. To the reaction mixture were added a saturated aqueous sodium hydrogen carbonate solution, water, and ethyl acetate under ice-cooling to carry out a layer separation operation. The organic layer was washed with a saturated aqueous sodium hydrogen... Starting materials: C1CCOC1, COC(=O)CC(C)(C)NCc1ccccc1, CCOC(C)=O, CCN(C(C)C)C(C)C, COC(=O)C(=O)Cl. Product: COC(=O)CC(C)(C)N(Cc1ccccc1)C(=O)C(=O)OC. RXN SMILES: [CH2:33]1[O:34][CH2:35][CH2:36][CH2:37]1.[CH3:1][C:2]([CH2:3][C:4](=[O:5])[O:6][CH3:7])([CH3:8])[NH:9][CH2:10][c:11]1[cH:12][cH:13][cH:14][cH:15][cH:16]1.[CH3:38][CH2:39][O:40][C:41]([CH3:42])=[O:43].[CH:17]([N:18]([CH2:19][CH3:20])[CH:21]([CH3:22])[CH3:23])([CH3:24])[CH3:25].[Cl:26][C:27]([C:28](=[O:29])[O:30][CH3:31])=[O:32]>>[CH3:1][C:2]([CH2:3][C:4](=[O:5])[O:6][CH3:7])([CH3:8])[N:9]([CH2:10][c:11]1[cH:12][cH:13][cH:14][cH:15][cH:16]1)[C:27]([C:28](=[O:29])[O:30][CH3:31])=[O:32].